This data is from the Open Reaction Database (ORD), a public repository of structured organic reaction records. The task is: describe an organic reaction: reactants, conditions, products, and yield RXN SMILES: [C:1]1(=[O:8])[CH2:6][CH2:5][C:4](=[O:7])[CH2:3][CH2:2]1.[OH:9][CH2:10][C:11]([CH3:15])([CH2:13]O)[CH3:12].S(=O)(=O)(O)O>ClCCl>[CH3:12][C:11]1([CH3:15])[CH2:10][O:9][C:4]2([CH2:5][CH2:6][C:1](=[O:8])[CH2:2][CH2:3]2)[O:7][CH2:13]1. Run in ClCCl (dichloromethane). The product is CC1(COC2(CCC(=O)CC2)OC1)C (1,4 cyclohexanedione mono-2,2-dimethyl trimethylene ketal). The reactants are C1(CCC(CC1)=O)=O (1,4 cyclohexane dione), OCC(C)(CO)C (neopentyl glycol), S(O)(O)(=O)=O (sulfuric acid). Procedure: 1,4 cyclohexane dione (20.0 grams) and neopentyl glycol (18.6 grams) were dissolved in dichloromethane (160 ml). Then sulfuric acid (3.2 grams) was added to the reaction solution at an ambient temperature and stirred till the reaction substantially completes, accompanied by cooling the reaction mixture to 10–20° C. The resulting reaction mixture was washed with saturated aqueous sodium bicarbonate solution (80 ml) and separated the organic layer from the resulting biphasic mixture. The solvent w... Reactants: O=C([O-])[O-], CC(=O)OCCN1CCN(C(=O)OCc2ccccc2)CC1=O, CO, ClC(Cl)Cl, [K+], [K+], O. The product is O=C1CN(C(=O)OCc2ccccc2)CCN1CCO. As a reaction SMILES: [C:24](=[O:25])([O-:26])[O-:27].[CH2:1]([c:2]1[cH:3][cH:4][cH:5][cH:6][cH:7]1)[O:8][C:9](=[O:10])[N:11]1[CH2:12][C:13](=[O:23])[N:14]([CH2:17][CH2:18][O:19][C:20](=[O:21])[CH3:22])[CH2:15][CH2:16]1.[CH3:30][OH:31].[CH:33]([Cl:34])([Cl:35])[Cl:36].[K+:28].[K+:29].[OH2:32]>>[CH2:1]([c:2]1[cH:3][cH:4][cH:5][cH:6][cH:7]1)[O:8][C:9](=[O:10])[N:11]1[CH2:12][C:13](=[O:23])[N:14]([CH2:17][CH2:18][OH:19])[CH2:15][CH2:16]1. Starting materials: C1(=C(C(=CC(=C1)C)C)S(=O)(=O)ON)C (O-(Mesitylenesulfonyl)hydroxylamine), S1C(=NC=C1)C(C)O (1-(2-thiazolyl)ethanol). Solvent: ClCCl (dichloromethane), CCOCC (ether), ClCCl (dichloromethane). Run at time 12 hour. The product is C1(=C(C(=CC(=C1)C)C)S(=O)(=O)[O-])C.N[N+]1=C(SC=C1)C(C)O (3-Amino-2-(1-hydroxyethyl)thiazolium mesitylene-2-sulfonate). The yield is 80.1%. Reaction SMILES: [C:1]1([CH3:14])[CH:6]=[C:5]([CH3:7])[CH:4]=[C:3]([CH3:8])[C:2]=1[S:9]([O:12][NH2:13])(=[O:11])=[O:10].[S:15]1[CH:19]=[CH:18][N:17]=[C:16]1[CH:20]([OH:22])[CH3:21]>ClCCl.CCOCC>[C:1]1([CH3:14])[CH:6]=[C:5]([CH3:7])[CH:4]=[C:3]([CH3:8])[C:2]=1[S:9]([O-:12])(=[O:11])=[O:10].[NH2:13][N+:17]1[CH:18]=[CH:19][S:15][C:16]=1[CH:20]([OH:22])[CH3:21] |f:4.5|. Reported procedure: O-(Mesitylenesulfonyl)hydroxylamine containing ca. 18% water (1.95 g, 1.60 g dry wt., ca. 7.4 mmole) was dissolved in dichloromethane (12 mL) and dried over Na2SO4 and filtered. This was added dropwise to a solution of 1-(2-thiazolyl)ethanol (0.8 g, 6.2 mmole) in dichloromethane (4 mL) at 0 C. After stirring an additional 12 hr at 4 C, the mixture was diluted with ether (13 mL) and stored at 4 C for 1 hr. The supernatant was decanted from the syrupy precipitate, which was triturated with 1:1 dic... Starting materials: CC(CO)CBr, CC(C)CCBr, C1CCOC1, [Cl-], Cl[Cu]Cl, I, [Li+], [Mg]. Product: CC(C)CCCC(C)CO. Reaction SMILES: [Br:11][CH2:12][CH:13]([CH2:14][OH:15])[CH3:16].[Br:3][CH2:4][CH2:5][CH:6]([CH3:7])[CH3:8].[CH2:17]1[O:18][CH2:19][CH2:20][CH2:21]1.[Cl-:9].[Cu:22]([Cl:23])[Cl:24].[I:2].[Li+:10].[Mg:1]>>[CH2:4]([CH2:5][CH:6]([CH3:7])[CH3:8])[CH2:12][CH:13]([CH2:14][OH:15])[CH3:16]. The product is ClC1=CC(=C(N=N1)N)C (6-chloro-4-methylpyridazin-3-amine). Yield: 85.0%. Starting materials: ClC=1N=NC(=CC1C)Cl (3,6-dichloro-4-methylpyridazine), ClC1=C(C=C(N=N1)N)C (6-chloro-5-methylpyridazin-3-amine), [OH-].[NH4+] (ammonium hydroxide). As a reaction SMILES: Cl[C:2]1[N:3]=[N:4][C:5]([Cl:9])=[CH:6][C:7]=1[CH3:8].[OH-].[NH4+].ClC1N=[N:17]C(N)=CC=1C>>[Cl:9][C:5]1[N:4]=[N:3][C:2]([NH2:17])=[C:7]([CH3:8])[CH:6]=1 |f:1.2|. Reported procedure: A 20 mL microwave vial was charged with, a stir bar, 3,6-dichloro-4-methylpyridazine (4.0 g, 24.54 mmol) and 14 mL of a new, freshly opened bottle of ammonium hydroxide. The vial was quickly sealed. The solution was heated in a microwave (Personal Chemistry, Emrys Optimizer) to 100° C. for 3 h. The vial was cooled, opened, and a stream of nitrogen was used to remove excess ammonium hydroxide. Water was added, the solid was collected by filtration, washed with water and dried to provide a mixture... Run at temperature 100 celsius.